Dataset: the Open Reaction Database (ORD), a public repository of structured organic reaction records. Task: describe an organic reaction: reactants, conditions, products, and yield Product: COc1cc(C=CC(=O)N2CCCCC2)ccc1OC(C)=O. As a reaction SMILES: [C:7]([CH3:8])(=[O:9])[O:10][c:11]1[c:12]([O:22][CH3:23])[cH:13][c:14]([CH:15]=[CH:16][C:17](=[O:18])[Cl:19])[cH:20][cH:21]1.[CH2:1]1[CH2:2][CH2:3][NH:4][CH2:5][CH2:6]1.[ClH:24].[cH:25]1[cH:26][cH:27][n:28][cH:29][cH:30]1>>[CH2:1]1[CH2:2][CH2:3][N:4]([C:17]([CH:16]=[CH:15][c:14]2[cH:13][c:12]([O:22][CH3:23])[c:11]([O:10][C:7]([CH3:8])=[O:9])[cH:21][cH:20]2)=[O:18])[CH2:5][CH2:6]1. Starting materials: COc1cc(C=CC(=O)Cl)ccc1OC(C)=O, C1CCNCC1, Cl, c1ccncc1. Starting materials: CO, COC(=O)C=C(CCCCCCCCOC1CCCCO1)C(=CC(=O)OC)CCCCCCCCOC1CCCCO1. Product: COC(=O)CC(CCCCCCCCOC1CCCCO1)=C(CCCCCCCCOC1CCCCO1)CC(=O)OC. As a reaction SMILES: [CH3:43][OH:44].[O:1]1[CH:2]([O:7][CH2:8][CH2:9][CH2:10][CH2:11][CH2:12][CH2:13][CH2:14][CH2:15][C:16](=[CH:17][C:18](=[O:19])[O:20][CH3:21])[C:22](=[CH:23][C:24](=[O:25])[O:26][CH3:27])[CH2:28][CH2:29][CH2:30][CH2:31][CH2:32][CH2:33][CH2:34][CH2:35][O:36][CH:37]2[O:38][CH2:39][CH2:40][CH2:41][CH2:42]2)[CH2:3][CH2:4][CH2:5][CH2:6]1>>[O:1]1[CH:2]([O:7][CH2:8][CH2:9][CH2:10][CH2:11][CH2:12][CH2:13][CH2:14][CH2:15][C:16]([CH2:17][C:18](=[O:19])[O:20][CH3:21])=[C:22]([CH2:23][C:24](=[O:25])[O:26][CH3:27])[CH2:28][CH2:29][CH2:30][CH2:31][CH2:32][CH2:33][CH2:34][CH2:35][O:36][CH:37]2[O:38][CH2:39][CH2:40][CH2:41][CH2:42]2)[CH2:3][CH2:4][CH2:5][CH2:6]1.